Dataset: the Open Reaction Database (ORD), a public repository of structured organic reaction records. Task: describe an organic reaction: reactants, conditions, products, and yield Starting materials: CCO, Cl, NNC(=O)c1ccc(F)cc1, O, CC(=O)c1nc(C(O)C(O)C(O)CO)c[nH]1. The product is CC(=NNC(=O)c1ccc(F)cc1)c1nc(C(O)C(O)C(O)CO)c[nH]1. RXN SMILES: [CH3:29][CH2:30][OH:31].[ClH:28].[F:17][c:18]1[cH:19][cH:20][c:21]([C:22](=[O:23])[NH:24][NH2:25])[cH:26][cH:27]1.[OH2:32].[OH:1][CH:2]([CH:3]([CH:4]([CH2:5][OH:6])[OH:7])[OH:8])[c:9]1[n:10][c:11]([C:14]([CH3:15])=[O:16])[nH:12][cH:13]1>>[OH:1][CH:2]([CH:3]([CH:4]([CH2:5][OH:6])[OH:7])[OH:8])[c:9]1[n:10][c:11]([C:14]([CH3:15])=[N:25][NH:24][C:22]([c:21]2[cH:20][cH:19][c:18]([F:17])[cH:27][cH:26]2)=[O:23])[nH:12][cH:13]1. Reactants: CON, CC(=O)[O-], CO, O=Cc1ccccc1OC1CCN(C(=O)CNC(=O)c2cc(-c3ccccc3)[nH]n2)CC1, Cl, [Na+], O. Yields the product CON=Cc1ccccc1OC1CCN(C(=O)CNC(=O)c2cc(-c3ccccc3)[nH]n2)CC1. Reaction SMILES: [CH3:2][O:3][NH2:4].[CH3:38][C:39](=[O:40])[O-:41].[CH3:42][OH:43].[CH:5](=[O:6])[c:7]1[c:8]([O:9][CH:10]2[CH2:11][CH2:12][N:13]([C:16]([CH2:17][NH:18][C:19](=[O:20])[c:21]3[n:22][nH:23][c:24](-[c:26]4[cH:27][cH:28][cH:29][cH:30][cH:31]4)[cH:25]3)=[O:32])[CH2:14][CH2:15]2)[cH:33][cH:34][cH:35][cH:36]1.[ClH:1].[Na+:37].[OH2:44]>>[CH3:2][O:3][N:4]=[CH:5][c:7]1[c:8]([O:9][CH:10]2[CH2:11][CH2:12][N:13]([C:16]([CH2:17][NH:18][C:19](=[O:20])[c:21]3[n:22][nH:23][c:24](-[c:26]4[cH:27][cH:28][cH:29][cH:30][cH:31]4)[cH:25]3)=[O:32])[CH2:14][CH2:15]2)[cH:33][cH:34][cH:35][cH:36]1. Starting materials: BrC1=C(C=CC=2C(=NOC21)Cl)OC (7-bromo-3-chloro-6-methoxy-1,2-benzisoxazole), N1CCNCC1 (piperazine). Run in CO (MeOH). Run at temperature 140 celsius. Product: Cl.BrC1=C(C=CC=2C(=NOC21)N2CCNCC2)OC (7-Bromo-6-methoxy-3-(1-piperazinyl)-1,2-benzisoxazole hydrochloride). Reaction SMILES: [Br:1][C:2]1[C:10]2[O:9][N:8]=[C:7]([Cl:11])[C:6]=2[CH:5]=[CH:4][C:3]=1[O:12][CH3:13].[NH:14]1[CH2:19][CH2:18][NH:17][CH2:16][CH2:15]1>CO>[ClH:11].[Br:1][C:2]1[C:10]2[O:9][N:8]=[C:7]([N:14]3[CH2:19][CH2:18][NH:17][CH2:16][CH2:15]3)[C:6]=2[CH:5]=[CH:4][C:3]=1[O:12][CH3:13] |f:3.4|. Procedure: To a sealed tube was added 7-bromo-3-chloro-6-methoxy-1,2-benzisoxazole (2.0 g) and piperazine (2.6 g). The reaction was heated to 140° C. over 30 minutes and then cooled to room temperature. The residue was dissolved in MeOH and concentrated in vacuo. Flash column chromatography (silica gel) eluting with 30% MeOH/EtOAc provided a residue upon evaporation (1.0 g) which was recrystallized from MeOH/CH2Cl2 /pet. ether to yield 1.0 g, m.p. 268-269° C. Reactants: CC#N, O=C(Nc1ccc2ccc(Cl)nc2n1)Oc1ccccc1, C1=CCNCC1, C1CCOC1. The product is O=C(Nc1ccc2ccc(Cl)nc2n1)N1CC=CCC1. RXN SMILES: [CH3:33][C:34]#[N:35].[Cl:1][c:2]1[n:3][c:4]2[n:5][c:6]([NH:12][C:13]([O:15][c:14]3[cH:16][cH:17][cH:18][cH:19][cH:20]3)=[O:21])[cH:7][cH:8][c:9]2[cH:10][cH:11]1.[NH:22]1[CH2:23][CH:24]=[CH:25][CH2:26][CH2:27]1.[O:28]1[CH2:29][CH2:30][CH2:31][CH2:32]1>>[Cl:1][c:2]1[n:3][c:4]2[n:5][c:6]([NH:12][C:13](=[O:15])[N:22]3[CH2:23][CH:24]=[CH:25][CH2:26][CH2:27]3)[cH:7][cH:8][c:9]2[cH:10][cH:11]1. Starting materials: C1CCOC1, COCOc1cnc(CC(C)(C)C)cc1C(C)=O, Cl. Yields the product CC(=O)c1cc(CC(C)(C)C)ncc1O. As a reaction SMILES: [CH2:19]1[O:20][CH2:21][CH2:22][CH2:23]1.[CH3:1][O:2][CH2:3][O:4][c:5]1[c:6]([C:16]([CH3:17])=[O:18])[cH:7][c:8]([CH2:11][C:12]([CH3:13])([CH3:14])[CH3:15])[n:9][cH:10]1.[ClH:24]>>[OH:4][c:5]1[c:6]([C:16]([CH3:17])=[O:18])[cH:7][c:8]([CH2:11][C:12]([CH3:13])([CH3:14])[CH3:15])[n:9][cH:10]1. Reactants: Cl (hydrochloric acid), [N+](=O)([O-])C=1C=C(C=CC1)NC(=O)NCCCOC1=CC(=CC=C1)CN1CCCCC1 (N-(3-nitrophenyl)-N'-[3-(3-piperidinomethylphenoxy)propyl]urea), Cl (hydrochloric acid), [Sn] (tin). The solvent is C(C)O (ethanol). Yields the product NC=1C=C(C=CC1)NC(=O)NCCCOC1=CC(=CC=C1)CN1CCCCC1 (N-(3-Aminophenyl)-N'-[3-(3-piperidinomethylphenoxy)propyl]urea). Isolated yield 42.2%. As a reaction SMILES: [N+:1]([C:4]1[CH:5]=[C:6]([NH:10][C:11]([NH:13][CH2:14][CH2:15][CH2:16][O:17][C:18]2[CH:23]=[CH:22][CH:21]=[C:20]([CH2:24][N:25]3[CH2:30][CH2:29][CH2:28][CH2:27][CH2:26]3)[CH:19]=2)=[O:12])[CH:7]=[CH:8][CH:9]=1)([O-])=O.[Sn].Cl>C(O)C>[NH2:1][C:4]1[CH:5]=[C:6]([NH:10][C:11]([NH:13][CH2:14][CH2:15][CH2:16][O:17][C:18]2[CH:23]=[CH:22][CH:21]=[C:20]([CH2:24][N:25]3[CH2:30][CH2:29][CH2:28][CH2:27][CH2:26]3)[CH:19]=2)=[O:12])[CH:7]=[CH:8][CH:9]=1 |^3:30|. Procedure details: To the mixture of N-(3-nitrophenyl)-N'-[3-(3-piperidinomethylphenoxy)propyl]urea (4.6 g) in ethanol (46 ml) was added tin (2.6 g). To the reaction mixture was added concentrated hydrochloric acid (1.9 ml) at room temperature under stirring, further added concentrated hydrochloric acid (18.2 ml) under heating on a water bath. The reaction mixture was refluxed for 6 hours, concentrated under reduced pressure, diluted with water (100 ml), alkalized with aqueous sodium hydroxide solution and extract... Starting materials: Cc1ccccc1, Nc1cccnc1Nc1ccccc1C(=O)c1ccc(F)cc1, Cc1ccc(S(=O)(=O)O)cc1. Yields the product Fc1ccc(C2=Nc3cccnc3Nc3ccccc32)cc1. RXN SMILES: [CH3:35][c:36]1[cH:37][cH:38][cH:39][cH:40][cH:41]1.[NH2:1][c:2]1[c:3]([NH:8][c:9]2[c:10]([C:15](=[O:16])[c:17]3[cH:18][cH:19][c:20]([F:23])[cH:21][cH:22]3)[cH:11][cH:12][cH:13][cH:14]2)[n:4][cH:5][cH:6][cH:7]1.[c:24]1([CH3:25])[cH:26][cH:27][c:28]([S:29]([OH:30])(=[O:31])=[O:32])[cH:33][cH:34]1>>[N:1]1=[C:15]([c:17]2[cH:18][cH:19][c:20]([F:23])[cH:21][cH:22]2)[c:10]2[c:9]([cH:14][cH:13][cH:12][cH:11]2)[NH:8][c:3]2[c:2]1[cH:7][cH:6][cH:5][n:4]2. The reactants are NC1=C(C(=O)O)C=C(C=C1C)Cl (2-amino-5-chloro-3-methylbenzoic acid), ClC=1C=C(N(C1Cl)C1=NC=CC=C1Cl)C(=O)O (4,5-dichloro-1-(3-chloro-2-pyridinyl)-1H-pyrrole-2-carboxylic acid), NC=1C(=CC2=CC(=CC=C2C1Cl)Br)C(=O)O (3-amino-7-bromo-4-chloro-2-naphthoic acid), BrC=1C=C(N(C1)C1=NC=CC=C1Cl)C(=O)O (4-bromo-1-(3-chloro-2-pyridinyl)-1H-pyrrole-2-carboxylic acid). Product: ClC1=C2C=CC=CC2=CC2=C1N=C(OC2=O)C=2N(C(=C(C2)Cl)Cl)C2=NC=CC=C2Cl (10-chloro-2-[4,5-dichloro-1-(3-chloro-2-pyridinyl)-1H-pyrrol-2-yl]-4H-naphtho[2,3-d][1,3]oxazine-4-one). As a reaction SMILES: [Cl:1][C:2]1[CH:3]=[C:4]([C:15]([OH:17])=O)[N:5]([C:8]2[C:13]([Cl:14])=[CH:12][CH:11]=[CH:10][N:9]=2)[C:6]=1[Cl:7].[NH2:18][C:19]1[C:20]([C:31](O)=[O:32])=[CH:21][C:22]2[C:27]([C:28]=1[Cl:29])=[CH:26][CH:25]=[C:24](Br)[CH:23]=2.BrC1C=C(C(O)=O)N(C2C(Cl)=CC=CN=2)C=1.NC1C(C)=CC(Cl)=CC=1C(O)=O>>[Cl:29][C:28]1[C:19]2[N:18]=[C:15]([C:4]3[N:5]([C:8]4[C:13]([Cl:14])=[CH:12][CH:11]=[CH:10][N:9]=4)[C:6]([Cl:7])=[C:2]([Cl:1])[CH:3]=3)[O:17][C:31](=[O:32])[C:20]=2[CH:21]=[C:22]2[C:27]=1[CH:26]=[CH:25][CH:24]=[CH:23]2. Procedure details: According to the same manner as that of Reference Preparation Example 71-(5), 4,5-dichloro-1-(3-chloro-2-pyridinyl)-1H-pyrrole-2-carboxylic acid and 3-amino-7-bromo-4-chloro-2-naphthoic acid were used in place of 4-bromo-1-(3-chloro-2-pyridinyl)-1H-pyrrole-2-carboxylic acid and 2-amino-5-chloro-3-methylbenzoic acid respectively to obtain 10-chloro-2-[4,5-dichloro-1-(3-chloro-2-pyridinyl)-1H-pyrrol-2-yl]-4H-naphtho[2,3-d][1,3]oxazine-4-one of the formula: Reactants: CCCCCCCCNC(=O)C1CCCCCN1C(=O)OC(C)(C)C, ClCCl, O=C(O)C(F)(F)F. The product is CCCCCCCCNC(=O)C1CCCCCN1. Reaction SMILES: [CH2:1]([CH2:2][CH2:3][CH2:4][CH2:5][CH2:6][CH2:7][CH3:8])[NH:9][C:10](=[O:11])[CH:12]1[N:13]([C:19]([O:20][C:21]([CH3:22])([CH3:23])[CH3:24])=[O:25])[CH2:14][CH2:15][CH2:16][CH2:17][CH2:18]1.[CH2:33]([Cl:34])[Cl:35].[OH:26][C:27]([C:28]([F:29])([F:30])[F:31])=[O:32]>>[CH2:1]([CH2:2][CH2:3][CH2:4][CH2:5][CH2:6][CH2:7][CH3:8])[NH:9][C:10](=[O:11])[CH:12]1[NH:13][CH2:14][CH2:15][CH2:16][CH2:17][CH2:18]1.